Dataset: the Open Reaction Database (ORD), a public repository of structured organic reaction records. Task: describe an organic reaction: reactants, conditions, products, and yield Reactants: CNC, Cc1ccccc1, O=Cc1c(Cl)nc2ccccc2c1-c1ccc(F)cc1. The product is CN(C)c1nc2ccccc2c(-c2ccc(F)cc2)c1C=O. Reaction SMILES: [CH3:21][NH:22][CH3:23].[CH3:24][c:25]1[cH:26][cH:27][cH:28][cH:29][cH:30]1.[Cl:1][c:2]1[n:3][c:4]2[cH:5][cH:6][cH:7][cH:8][c:9]2[c:10](-[c:14]2[cH:15][cH:16][c:17]([F:20])[cH:18][cH:19]2)[c:11]1[CH:12]=[O:13]>>[c:2]1([N:22]([CH3:21])[CH3:23])[n:3][c:4]2[cH:5][cH:6][cH:7][cH:8][c:9]2[c:10](-[c:14]2[cH:15][cH:16][c:17]([F:20])[cH:18][cH:19]2)[c:11]1[CH:12]=[O:13]. The reactants are O (Water), BrC1=C2C[C@H]3N(CC(=C[C@@H]3C=3C=CC=C(N1[Si](C)(C)C(C)(C)C)C32)C)C (2-bromo-1-(tert-butyldimethylsilyl)-8,9-didehydro-6,8-dimethylergoline), CCCCCC (hexane), C(C)(C)(C)[Li] (tert-butyllithium). Solvent: C1(=CC=CC=C1)C (toluene). Conditions: temperature -90 celsius, time 5 hour. Product: CN1CC(=C[C@@H]2C=3C=CC=C4NC=C(C[C@@H]12)C34)C (8,9-didehydro-6,8-dimethylergoline). Reaction SMILES: Br[C:2]1[N:16]([Si](C(C)(C)C)(C)C)[C:15]2[C:24]3[C:3]=1[CH2:4][C@@H:5]1[C@@H:10]([C:11]=3[CH:12]=[CH:13][CH:14]=2)[CH:9]=[C:8]([CH3:25])[CH2:7][N:6]1[CH3:26].C([Li])(C)(C)C.CCCCCC.O>C1(C)C=CC=CC=1>[CH3:26][N:6]1[C@H:5]2[C@@H:10]([C:11]3[CH:12]=[CH:13][CH:14]=[C:15]4[C:24]=3[C:3]([CH2:4]2)=[CH:2][NH:16]4)[CH:9]=[C:8]([CH3:25])[CH2:7]1. Procedure details: 800 mg of 2-bromo-1-(tert-butyldimethylsilyl)-8,9-didehydro-6,8-dimethylergoline was dissolved in 50 ml of anhydrous toluene; the solvent was distilled off under vacuum and the mixture taken up in 75 ml of anhydrous, freshly distilled toluene under an argon atmosphere. To this solution was added 1 ml of anhydrous tetramethylethylenediamine and the mixture was cooled to -90° C. Then the mixture was combined with 6.0 ml of 1.4-molar tert-butyllithium solution in hexane (8.4 mmol) and agitated for ...